Dataset: the Open Reaction Database (ORD), a public repository of structured organic reaction records. Task: describe an organic reaction: reactants, conditions, products, and yield Reactants: [Al+3], O=C(O)c1ccccc1C(F)(F)C(F)(F)c1ccccc1, [H-], [H-], [H-], [H-], [Li+], O. Product: OCc1ccccc1C(F)(F)C(F)(F)c1ccccc1. Reaction SMILES: [Al+3:2].[F:7][C:8]([C:9]([c:10]1[cH:11][cH:12][cH:13][cH:14][cH:15]1)([F:16])[F:17])([F:18])[c:19]1[c:20]([C:21](=[O:22])[OH:23])[cH:24][cH:25][cH:26][cH:27]1.[H-:1].[H-:4].[H-:5].[H-:6].[Li+:3].[OH2:28]>>[F:7][C:8]([C:9]([c:10]1[cH:11][cH:12][cH:13][cH:14][cH:15]1)([F:16])[F:17])([F:18])[c:19]1[c:20]([CH2:21][OH:22])[cH:24][cH:25][cH:26][cH:27]1. Starting materials: C=C(C)C, CS(=O)(=O)O, Cc1ccccc1, CCOC(C)=O, O=Cc1ccccc1-c1nnn[nH]1. Product: CC(C)(C)n1nnc(-c2ccccc2C=O)n1. Reaction SMILES: [CH2:14]=[C:15]([CH3:16])[CH3:17].[CH3:18][S:19](=[O:20])(=[O:21])[OH:22].[CH3:23][c:24]1[cH:25][cH:26][cH:27][cH:28][cH:29]1.[CH3:30][CH2:31][O:32][C:33](=[O:34])[CH3:35].[nH:1]1[n:2][n:3][n:4][c:5]1-[c:6]1[c:7]([CH:8]=[O:9])[cH:10][cH:11][cH:12][cH:13]1>>[n:1]1[n:2][n:3]([C:15]([CH3:14])([CH3:16])[CH3:17])[n:4][c:5]1-[c:6]1[c:7]([CH:8]=[O:9])[cH:10][cH:11][cH:12][cH:13]1. Product: Fc1ccc2c(-c3ccc(OCCN4CCCC4)cc3)noc2c1. Reaction SMILES: [Br:1][CH2:2][CH2:3][O:4][c:5]1[cH:6][cH:7][c:8](-[c:11]2[n:12][o:13][c:14]3[c:15]2[cH:16][cH:17][c:18]([F:20])[cH:19]3)[cH:9][cH:10]1.[C:26](=[O:27])([O-:28])[O-:29].[CH2:21]1[CH2:22][CH2:23][NH:24][CH2:25]1.[CH3:34][C:35]#[N:36].[I-:33].[K+:30].[K+:31].[K+:32]>>[CH2:2]([CH2:3][O:4][c:5]1[cH:6][cH:7][c:8](-[c:11]2[n:12][o:13][c:14]3[c:15]2[cH:16][cH:17][c:18]([F:20])[cH:19]3)[cH:9][cH:10]1)[N:24]1[CH2:23][CH2:22][CH2:21][CH2:25]1. Starting materials: Fc1ccc2c(-c3ccc(OCCBr)cc3)noc2c1, O=C([O-])[O-], C1CCNC1, CC#N, [I-], [K+], [K+], [K+]. Starting materials: S1C(=CC=C1)CC(=O)Cl (thienyl acetyl chloride), [OH-].[Na+] (sodium hydroxide), resultant mixture, OC(CP(O)(O)=O)CNO (2-Hydroxy-3-(N-hydroxyamino)propylphosphonic acid), C([O-])(O)=O.[Na+] (sodium bicarbonate), Cl (hydrochloric acid). Run in O (water), CO (methanol). Product: OC(CP(O)(O)=O)CN(C(CC=1SC=CC1)=O)O (2-hydroxy-3-(N-hydroxy-N-thienylacetylamino)propylphosphonic acid). Isolated yield 100.0%. Reaction SMILES: [OH:1][CH:2]([CH2:8][NH:9][OH:10])[CH2:3][P:4](=[O:7])([OH:6])[OH:5].[S:11]1[CH:15]=[CH:14][CH:13]=[C:12]1[CH2:16][C:17](Cl)=[O:18].C(=O)(O)[O-].[Na+].[OH-].[Na+].Cl>O.CO>[OH:1][CH:2]([CH2:8][N:9]([OH:10])[C:17](=[O:18])[CH2:16][C:12]1[S:11][CH:15]=[CH:14][CH:13]=1)[CH2:3][P:4](=[O:6])([OH:5])[OH:7] |f:2.3,4.5|. Reported procedure: 2-Hydroxy-3-(N-hydroxyamino)propylphosphonic acid (342 mg) was dissolved in a mixture of water (7 ml) and methanol (3 ml). To the solution was added dropwise thienyl acetyl chloride (385 mg) with stirring under ice-cooling, while maintaining the solution at pH 7.2-7.4 with 5% aqueous sodium bicarbonate solution. After the reaction mixture was stirred under ice-cooling for 1.5 hours, the mixture was adjusted to pH 10 with 1 N aqueous sodium hydroxide solution, and stirred under ice-cooling for 2 ... Starting materials: [H-].[Na+] (Sodium hydride), CN(C)C=O (DMF), FC1=CC=C(C=C1)S(=O)(=O)N[C@@H]1CCC=2N(C3=CC=CC=C3C2CC(=O)OCCC)C1 (Propyl {(7R)-7- {[(4-fluorophenyl)sulfonyl]amino} -6,7,8,9-tetrahydropyrido[1,2-α]indol -10-yl}acetate). The solvent is [NH4+].[Cl-] (NH4Cl). Conditions: temperature 0 celsius, time 2 hour. Yields the product FC1=CC=C(C=C1)S(=O)(=O)N([C@@H]1CCC=2N(C3=CC=CC=C3C2CC(=O)OCCC)C1)C (Propyl {(7R)-7-{[(4-fluorophenyl)sulfonyl](methyl)amino}-6,7,8,9-tetrahydro-pyrido[1,2-α]indol-10-yl}acetate). Yield: 98.0%. Reaction SMILES: [H-].[Na+].[CH3:3]N(C=O)C.[F:8][C:9]1[CH:14]=[CH:13][C:12]([S:15]([NH:18][C@H:19]2[CH2:38][N:23]3[C:24]4[C:29]([C:30]([CH2:31][C:32]([O:34][CH2:35][CH2:36][CH3:37])=[O:33])=[C:22]3[CH2:21][CH2:20]2)=[CH:28][CH:27]=[CH:26][CH:25]=4)(=[O:17])=[O:16])=[CH:11][CH:10]=1>[NH4+].[Cl-]>[F:8][C:9]1[CH:14]=[CH:13][C:12]([S:15]([N:18]([CH3:3])[C@H:19]2[CH2:38][N:23]3[C:24]4[C:29]([C:30]([CH2:31][C:32]([O:34][CH2:35][CH2:36][CH3:37])=[O:33])=[C:22]3[CH2:21][CH2:20]2)=[CH:28][CH:27]=[CH:26][CH:25]=4)(=[O:16])=[O:17])=[CH:11][CH:10]=1 |f:0.1,4.5|. Reported procedure: Sodium hydride (1.05 equiv.) was added to a 0° C. DMF solution (0.14 M) of propyl {(7R)-7-{[(4-fluorophenyl)sulfonyl]amino}-6,7,8,9-tetrahydropyrido [1,2-α]indol-10-yl }acetate from Step 7 and the mixture was stirred at 0 ° C. for 30 min. lodomethane (3 equiv.) was added and the reaction was stirred at 0° C. for 2 h. The mixture was poured in aqueous NH4Cl and extracted with Et2O (2×). The combined organic extracts were washed with water (3×), brine and then dried with MgSO4, filtered and concen... Reactants: ( I ), ClCCN1CCCCC1 (N-(2-chloroethyl)piperidine), C(C)(=O)N1CCC(CC1)N(C(=O)NC=1SC(=CN1)SC#N)C1CCCCC1 (1-(1-acetyl-piperidin-4-yl)-1-cyclohexyl-3-(5-thiocyanato-thiazol-2-yl)-urea), SC[C@H](O)[C@H](O)CS (dithioerythritol). Product: C(C)(=O)N1CCC(CC1)N(C(=O)NC=1SC(=CN1)SCCN1CCCCC1)C1CCCCC1 (1-(1-Acetyl-piperidin-4-yl)-1-cyclohexyl-3-[5-(2-piperidin-1-yl-ethylsulfanyl)-thiazol-2-yl]-urea). Reaction SMILES: [C:1]([N:4]1[CH2:9][CH2:8][CH:7]([N:10]([CH:22]2[CH2:27][CH2:26][CH2:25][CH2:24][CH2:23]2)[C:11]([NH:13][C:14]2[S:15][C:16]([S:19]C#N)=[CH:17][N:18]=2)=[O:12])[CH2:6][CH2:5]1)(=[O:3])[CH3:2].SC[C@@H]([C@@H](CS)O)O.Cl[CH2:37][CH2:38][N:39]1[CH2:44][CH2:43][CH2:42][CH2:41][CH2:40]1>>[C:1]([N:4]1[CH2:5][CH2:6][CH:7]([N:10]([CH:22]2[CH2:23][CH2:24][CH2:25][CH2:26][CH2:27]2)[C:11]([NH:13][C:14]2[S:15][C:16]([S:19][CH2:37][CH2:38][N:39]3[CH2:44][CH2:43][CH2:42][CH2:41][CH2:40]3)=[CH:17][N:18]=2)=[O:12])[CH2:8][CH2:9]1)(=[O:3])[CH3:2]. Procedure: Prepared as described in general procedures (H) and (I) using 1-(1-acetyl-piperidin-4-yl)-1-cyclohexyl-3-(5-thiocyanato-thiazol-2-yl)-urea, dithioerythritol and N-(2-chloroethyl)piperidine